This data is from the Open Reaction Database (ORD), a public repository of structured organic reaction records. The task is: describe an organic reaction: reactants, conditions, products, and yield The reactants are CC=1SC(=C(N1)C)C (2,4,5-trimethylthiazole), C(CCC)I (n-butyl iodide). Run in C(C)#N (acetonitrile). Product: [I-].C(CCC)[N+]1=C(SC(=C1C)C)C (3-butyl-2,4,5-trimethyl-1,3-thiazol-3-ium iodide). As a reaction SMILES: [CH3:1][C:2]1[S:3][C:4]([CH3:8])=[C:5]([CH3:7])[N:6]=1.[CH2:9]([I:13])[CH2:10][CH2:11][CH3:12]>C(#N)C>[I-:13].[CH2:9]([N+:6]1[C:5]([CH3:7])=[C:4]([CH3:8])[S:3][C:2]=1[CH3:1])[CH2:10][CH2:11][CH3:12] |f:3.4|. Reported procedure: A mixture of 2,4,5-trimethylthiazole (1.3 g, 10 mmol) and n-butyl iodide (7.4 g, 40 mmol) in anhydrous acetonitrile (30 mL) was refluxed for 72 hours and then concentrated under reduced pressure to provide the crude thiazolium salt. 1H NMR (300 MHz, DMSO-d6) δ 0.95 (t, J=7 Hz, 3H), 1.39 (sextet, J=7 Hz, 2H), 1.65 (m, 2H), 2.43 (s, 6H), 2.96 (s, 3H), 4.25 (m, 2H). Reactants: 68, intermediate 10, COC(C=1C=C(C=CC1[N+](=O)[O-])C(=O)C1=CC=CC=C1)OC ([3-(dimethoxymethyl)-4-nitrophenyl] phenylmethanone), S1C=CC=C1 (thiophene), [O-2].[Ca+2] (calcium oxide). The reagents and catalysts are [Pd] (palladium-on-charcoal). Solvent: CO (methanol), CO (methanol). Product: 59.1, NC1=C(C=C(C=C1)C(=O)C1=CC=CC=C1)C(OC)OC ([4-amino-3-(dimethoxymethyl)phenyl] phenylmethanone). Yield: 96.8%. As a reaction SMILES: [CH3:1][O:2][CH:3]([O:21][CH3:22])[C:4]1[CH:5]=[C:6]([C:13]([C:15]2[CH:20]=[CH:19][CH:18]=[CH:17][CH:16]=2)=[O:14])[CH:7]=[CH:8][C:9]=1[N+:10]([O-])=O.S1C=CC=C1.[O-2].[Ca+2]>CO.[Pd]>[NH2:10][C:9]1[CH:8]=[CH:7][C:6]([C:13]([C:15]2[CH:20]=[CH:19][CH:18]=[CH:17][CH:16]=2)=[O:14])=[CH:5][C:4]=1[CH:3]([O:2][CH3:1])[O:21][CH3:22] |f:2.3|. Procedure: A mixture of 68 parts of intermediate 10, namely [3-(dimethoxymethyl)-4-nitrophenyl] phenylmethanone, 4 parts of a solution of thiophene in methanol 4%, 20 parts of calcium oxide and 474 parts of methanol was hydrogenated for 24 hours at normal pressure and room temperature with 6 parts of palladium-on-charcoal catalyst 10%. The catalyst was filtered off and the filtrate was evaporated. The residue was co-evaporated with methylbenzene, yielding 59.1 parts (96.8%) of [4-amino-3-(dimethoxymethyl)p... The reactants are FC(C1=CC=C2C(=CN(C2=C1)S(=O)(=O)C1=CC=C(C=C1)C)[C@H]1[C@@H](C1)C(=O)N(C)OC)(F)F (racemic [trans-2-[6-trifluoromethyl-1-(p-toluenesulfonyl)indol-3-yl]cycloprop-1-yl]-N-methoxy-N-methyl-carboxamide), C(#N)C=1C=C2C(=CN(C2=CC1)S(=O)(=O)C1=CC=C(C=C1)C)[C@H]1[C@@H](C1)C=O (trans-2-[5-cyano-1-(p-toluenesulfonyl)indol-3-yl]cyclopropane-carboxaldehyde). The product is FC(C1=CC=C2C(=CN(C2=C1)S(=O)(=O)C1=CC=C(C=C1)C)[C@H]1[C@@H](C1)C=O)(F)F (trans-2-[6-trifluoromethyl-1-(p-toluenesulfonyl)indol-3-yl]-cyclopropane-carboxaldehyde). Isolated yield 89.0%. RXN SMILES: [F:1][C:2]([F:32])([F:31])[C:3]1[CH:11]=[C:10]2[C:6]([C:7]([C@@H:22]3[CH2:24][C@H:23]3[C:25](N(OC)C)=[O:26])=[CH:8][N:9]2[S:12]([C:15]2[CH:20]=[CH:19][C:18]([CH3:21])=[CH:17][CH:16]=2)(=[O:14])=[O:13])=[CH:5][CH:4]=1.C(C1C=C2C(=CC=1)N(S(C1C=CC(C)=CC=1)(=O)=O)C=C2[C@@H]1C[C@H]1C=O)#N>>[F:32][C:2]([F:1])([F:31])[C:3]1[CH:11]=[C:10]2[C:6]([C:7]([C@@H:22]3[CH2:24][C@H:23]3[CH:25]=[O:26])=[CH:8][N:9]2[S:12]([C:15]2[CH:16]=[CH:17][C:18]([CH3:21])=[CH:19][CH:20]=2)(=[O:14])=[O:13])=[CH:5][CH:4]=1. Procedure: Racemic [trans-2-[6-trifluoromethyl-1-(p-toluenesulfonyl)indol-3-yl]-cyclopropane-carboxaldehyde was prepared in an 89% yield from racemic [trans-2-[6-trifluoromethyl-1-(p-toluenesulfonyl)indol-3-yl]cycloprop-1-yl]-N-methoxy-N-methyl-carboxamide in a similar manner to [trans-2-[5-cyano-1-(p-toluenesulfonyl)indol-3-yl]cyclopropane-carboxaldehyde in Example 1. 1H NMR (400 MHz, DMSO-d6) 9.12 (1H, d, J=5.4 Hz), 8.15 (1H, s), 7.92 (4H, m), 7.64 (1H, dd, J=8.3, 1.1 Hz), 7.41 (2H, d, J=8.1 Hz), 2.78 (1... Reactants: CC1=C(C=C(O1)[Si](C)(C)C)C=O (5-methyl-2-trimethylsilyl-4-furaldehyde), C(C)(=O)OC(C)=O (acetic anhydride), BrCCCCCCCCCCCC (1-bromododecane), [Mg] (magnesium). Solvent: O1CCCC1 (tetrahydrofuran), O1CCCC1 (tetrahydrofuran). Run at time 8 hour. Product: CC1=C(C=C(O1)[Si](C)(C)C)C(CCCCCCCCCCCC)OC(C)=O (5-Methyl-4-(1-acetoxytridecyl)-2-trimethylsilylfuran). As a reaction SMILES: Br[CH2:2][CH2:3][CH2:4][CH2:5][CH2:6][CH2:7][CH2:8][CH2:9][CH2:10][CH2:11][CH2:12][CH3:13].[Mg].[CH3:15][C:16]1[O:20][C:19]([Si:21]([CH3:24])([CH3:23])[CH3:22])=[CH:18][C:17]=1[CH:25]=[O:26].[C:27](OC(=O)C)(=[O:29])[CH3:28]>O1CCCC1>[CH3:15][C:16]1[O:20][C:19]([Si:21]([CH3:22])([CH3:24])[CH3:23])=[CH:18][C:17]=1[CH:25]([O:26][C:27](=[O:29])[CH3:28])[CH2:2][CH2:3][CH2:4][CH2:5][CH2:6][CH2:7][CH2:8][CH2:9][CH2:10][CH2:11][CH2:12][CH3:13]. Reported procedure: A mixture of 1-bromododecane (261 mg, 0.11 mmol) and magnesium turnings (27 mg, 0.11 mmol) in tetrahydrofuran (7 ml) was refluxed under argon for 1 hour. After cooling to room temperature, a solution of 5-methyl-2-trimethylsilyl-4-furaldehyde (158.6 mg, 0.87 mmol) in tetrahydrofuran (1 ml) was added, followed by acetic anhydride (0.25 ml, 2.6 mmol) after 1 hour. Stirring was continued at room temperature overnight and the mixture was quenched with water. Extraction (ethyl ether) and evaporation ... Reactants: O=C1N(CCOC1)CCN1C2=C(C3=CC=CC=C13)C(=NC(=N2)N2CCCC2)N2CCCC2 (9-[2--(3-Oxo-4-morpholinyl)ethyl]-2,4-di-1-pyrrolidinyl-9H-pyrimido[4,5-b]indole), Cl (hydrochloric acid). Run in C(C)O (ethanol). Yields the product Cl.O=C1N(CCOC1)CCN1C2=C(C3=CC=CC=C13)C(=NC(=N2)N2CCCC2)N2CCCC2 (9-[2--(3-Oxo-4-morpholinyl)ethyl]-2,4-di-1-pyrrolidinyl-9H-pyrimido[4,5-b]indole hydrochloride). Reaction SMILES: [O:1]=[C:2]1[CH2:7][O:6][CH2:5][CH2:4][N:3]1[CH2:8][CH2:9][N:10]1[C:18]2[C:13](=[CH:14][CH:15]=[CH:16][CH:17]=2)[C:12]2[C:19]([N:28]3[CH2:32][CH2:31][CH2:30][CH2:29]3)=[N:20][C:21]([N:23]3[CH2:27][CH2:26][CH2:25][CH2:24]3)=[N:22][C:11]1=2.[ClH:33]>C(O)C>[ClH:33].[O:1]=[C:2]1[CH2:7][O:6][CH2:5][CH2:4][N:3]1[CH2:8][CH2:9][N:10]1[C:18]2[C:13](=[CH:14][CH:15]=[CH:16][CH:17]=2)[C:12]2[C:19]([N:28]3[CH2:32][CH2:31][CH2:30][CH2:29]3)=[N:20][C:21]([N:23]3[CH2:24][CH2:25][CH2:26][CH2:27]3)=[N:22][C:11]1=2 |f:3.4|. Procedure details: A hot solution of 9-[2--(3-Oxo-4-morpholinyl)ethyl]-2,4-di-1-pyrrolidinyl-9H-pyrimido[4,5-b]indole (XIII, EXAMPLE30, 0.91 g, 2.1 mmol) in ethanol (60 mL) is treated with aqueous hydrochloric acid (5M, 0.43 mL, 2.15 mmol). The mixture is cooled to 20°-250° and concentrated under reduced pressure to a solid. Recrystallization of the solid from acetone/methanol/ether gives the title compound, mp=210°-213°; IR (mull) 1651, 1631, 1573, 1554, 1527, 1499, 1486, 1436, 1415, 1353, 1339, 1312, 1241, 1110 ... The reactants are NC1=C(C#N)C=CC(=C1)OC (2-amino-4-methoxybenzonitrile), C(C1=CC=CC=C1)(=O)N=C=O (benzoyl isocyanate). Yields the product C(#N)C1=C(C=C(C=C1)OC)NC(=O)NC(C1=CC=CC=C1)=O (N-(2-cyano-5-methoxyphenylcarbamoyl)benzamide). RXN SMILES: [NH2:1][C:2]1[CH:9]=[C:8]([O:10][CH3:11])[CH:7]=[CH:6][C:3]=1[C:4]#[N:5].[C:12]([N:20]=[C:21]=[O:22])(=[O:19])[C:13]1[CH:18]=[CH:17][CH:16]=[CH:15][CH:14]=1>>[C:4]([C:3]1[CH:6]=[CH:7][C:8]([O:10][CH3:11])=[CH:9][C:2]=1[NH:1][C:21]([NH:20][C:12](=[O:19])[C:13]1[CH:14]=[CH:15][CH:16]=[CH:17][CH:18]=1)=[O:22])#[N:5]. Reported procedure: Prepared as in Example 53a from 2-amino-4-methoxybenzonitrile and benzoyl isocyanate as white solid (99 mg, 45%). 1H NMR (400 MHz, DMSO-d6) δ3.86 (s, 3H), 6.87 (dd, J=2.5 Hz, 2.4 Hz, 1H), 7.54 (t, J=8 Hz, 2H), 7.66 (t, J=1.2 Hz, 1H), 7.77 (d, J=7.2 Hz, 1H), 7.89 (d, J=8.4 Hz, 1H), 8.03 (d, J=2.8 Hz, 2H), 11.35 (s, 1H), 11.52 (s, 1H). MS 295 (MH+). The reactants are CCOC(=O)C1CC2CC(=O)CC(C1)N2S(=O)(=O)c1ccc(Cl)cc1, C1CCOC1, CC[O-], CCO, CCOC=O, [Na+]. Product: CCOC(=O)C1CC2CC(=O)C(=CO)C(C1)N2S(=O)(=O)c1ccc(Cl)cc1. As a reaction SMILES: [CH2:1]([CH3:2])[O:3][C:4](=[O:5])[CH:6]1[CH2:7][CH:8]2[CH2:9][C:10](=[O:25])[CH2:11][CH:12]([CH2:13]1)[N:14]2[S:15](=[O:16])(=[O:17])[c:18]1[cH:19][cH:20][c:21]([Cl:24])[cH:22][cH:23]1.[CH2:35]1[O:36][CH2:37][CH2:38][CH2:39]1.[CH3:32][CH2:33][O-:34].[CH3:40][CH2:41][OH:42].[CH:26](=[O:27])[O:28][CH2:29][CH3:30].[Na+:31]>>[CH2:1]([CH3:2])[O:3][C:4](=[O:5])[CH:6]1[CH2:7][CH:8]2[C:9](=[CH:26][OH:27])[C:10](=[O:25])[CH2:11][CH:12]([CH2:13]1)[N:14]2[S:15](=[O:16])(=[O:17])[c:18]1[cH:19][cH:20][c:21]([Cl:24])[cH:22][cH:23]1. The reactants are [Br-].C(CC1=CC=CC=C1)[P+](C1=CC=CC=C1)(C1=CC=CC=C1)C1=CC=CC=C1 (phenethyltriphenylphosphonium bromide), CC1C(CCC(=C1)C)C=O (2,4-dimethylcyclohex-3-enecarbaldehyde). Solvent: hexanes. The product is CC1C(CCC(=C1)C)C=CCC1=CC=CC=C1 ((3-(2,4-Dimethylcyclohex-3-enyl)allyl)benzene). Yield: 61.4%. RXN SMILES: [Br-].[CH2:2]([P+](C1C=CC=CC=1)(C1C=CC=CC=1)C1C=CC=CC=1)[CH2:3][C:4]1[CH:9]=[CH:8][CH:7]=[CH:6][CH:5]=1.[CH3:29][CH:30]1[CH:35]=[C:34]([CH3:36])[CH2:33][CH2:32][CH:31]1[CH:37]=O>>[CH3:29][CH:30]1[CH:35]=[C:34]([CH3:36])[CH2:33][CH2:32][CH:31]1[CH:37]=[CH:2][CH2:3][C:4]1[CH:5]=[CH:6][CH:7]=[CH:8][CH:9]=1 |f:0.1|. Procedure: Starting from phenethyltriphenylphosphonium bromide (3.67 g, 8.20 mmol, 1.0 equiv.), n-Buli (1.6 M in hexanes, 5.1 mL, 8.20 mmol, 1.0 equiv.) and 2,4-dimethylcyclohex-3-enecarbaldehyde (1.70 g, 12.3 mmol, 1.5 equiv.), 1.14 g (61%) of the title compound as a colorless oil was obtained after purification by flash chromatography on SiO2 (cyclohexane).